From a dataset of the Open Reaction Database (ORD), a public repository of structured organic reaction records. describe an organic reaction: reactants, conditions, products, and yield Starting materials: N=CC(C#N)CCC (2-iminomethylpentanonitrile), N=C(CC#N)C (3-iminobutyronitrile), C1(=CC=CC=C1)C(C)N1N=CC=2C1=NC=C(C2NN)C(=O)OC (1-phenylethyl-4-hydrazino-1H-pyrazolo-[3,4-b]-pyridine-5-carboxylic acid, methyl ester), C(C)N1N=CC=2C1=NC=C(C2NN)C(=O)OCC (1-ethyl-4-hydrazino-1H-pyrazolo[3,4-b]pyridine-5-carboxylic acid, ethyl ester). Yields the product N1=CN=CC2=C1CC=NC2=O (pyrido[3,4-e]pyrimidin-5(8H)-one), CN1C=2N(C3=C(C1=O)C=NC1=C3C=NN1CCC1=CC=CC=C1)N=CC2CCC (4-methyl-8-phenylethyl-3-propyl-4H-pyrazolo-[1,5-a]pyrazolo[4',3':5,6]pyrido[3,4-e]pyrimidin-5(8H)-one). As a reaction SMILES: [C:1]1([CH:7]([N:9]2[C:13]3=[N:14][CH:15]=[C:16]([C:20]([O:22]C)=O)[C:17]([NH:18][NH2:19])=[C:12]3[CH:11]=[N:10]2)C)[CH:6]=[CH:5][CH:4]=[CH:3][CH:2]=1.[CH2:24]([N:26]1[C:30]2=N[CH:32]=[C:33](C(OCC)=[O:38])[C:34](NN)=[C:29]2[CH:28]=N1)C.[NH:42]=[CH:43][CH:44]([CH2:47][CH2:48][CH3:49])[C:45]#[N:46].N=[C:51](C)CC#N>>[N:9]1[C:47]2[CH2:48][CH:49]=[N:42][C:43](=[O:38])[C:44]=2[CH:45]=[N:46][CH:7]=1.[CH3:24][N:26]1[C:20](=[O:22])[C:16]2[CH:15]=[N:14][C:13]3[N:9]([CH2:7][CH2:1][C:6]4[CH:51]=[CH:2][CH:3]=[CH:4][CH:5]=4)[N:10]=[CH:11][C:12]=3[C:17]=2[N:18]2[N:19]=[CH:28][C:29]([CH2:34][CH2:33][CH3:32])=[C:30]12. Procedure: By substituting 1-phenylethyl-4-hydrazino-1H-pyrazolo-[3,4-b]-pyridine-5-carboxylic acid, methyl ester for the 1-ethyl-4-hydrazino-1H-pyrazolo[3,4-b]pyridine-5-carboxylic acid, ethyl ester and 2-iminomethylpentanonitrile for the 3-iminobutyronitrile in the procedure of Example 1 a and proceeding as in parts b and c, 3-propyl-8-phenylethyl-4H-pyrazolo[1,5-a]pyrazolo4',3':5,6]pyrido[3,4-e]pyrimidin-5(8H)-one and 4-methyl-8-phenylethyl-3-propyl-4H-pyrazolo-[1,5-a]pyrazolo[4',3':5,6]pyrido[3,4-e]pyr... The reactants are COC(=O)C1(CCCCC1)N(C)S(=O)(=O)C1=CC=C(C=C1)OCC#CC (methyl1-[{[4-(2- butynyloxy)phenyl]sulfonyl}(methyl)amino]cyclohexanecarboxylate). Solvent: CO.C1CCOC1 (methanol THF), [OH-].[Na+] (sodium hydroxide). Run at time 16 hour. The product is C(C#CC)OC1=CC=C(C=C1)S(=O)(=O)N(C1(CCCCC1)C(=O)O)C (1-[{[4-(2-butynyloxy)phenyl]sulfonyl}(methyl)amino] cyclohexanecarboxylic acid). Reaction SMILES: C[O:2][C:3]([C:5]1([N:11]([S:13]([C:16]2[CH:21]=[CH:20][C:19]([O:22][CH2:23][C:24]#[C:25][CH3:26])=[CH:18][CH:17]=2)(=[O:15])=[O:14])[CH3:12])[CH2:10][CH2:9][CH2:8][CH2:7][CH2:6]1)=[O:4]>CO.C1COCC1.[OH-].[Na+]>[CH2:23]([O:22][C:19]1[CH:18]=[CH:17][C:16]([S:13]([N:11]([CH3:12])[C:5]2([C:3]([OH:4])=[O:2])[CH2:10][CH2:9][CH2:8][CH2:7][CH2:6]2)(=[O:14])=[O:15])=[CH:21][CH:20]=1)[C:24]#[C:25][CH3:26] |f:1.2,3.4|. Procedure: To a stirred solution of methyl1-[{[4-(2- butynyloxy)phenyl]sulfonyl}(methyl)amino]cyclohexanecarboxylate (4.6 g, 12.1 mmol) in methanol:THF (4:1, 100 ml), 10 N sodium hydroxide (15 ml) was added at room temperature. The reaction was stirred for 16 h and evaporated to dryness in vacuo and the residue was dissolved in 100 mL water. The pH was adjusted to 1 with 5N hydrochloric acid solution and the mixture was extracted with chloroform, washed with water, dried and concentrated to give 1-[{[4-(2-... Reactants: ClC1=C(C=C(C=C1)[N+](=O)[O-])S(=O)(=O)[O-].[Na+] (sodium 2-chloro-5-nitrobenzenesulfonate), S1(=O)(=O)CCCC1 (sulfolane), P(=O)(Cl)(Cl)Cl (phosphorus oxychloride). Solvent: C(C)#N (acetonitrile). Reaction conditions: temperature 25 celsius. The product is ClC1=C(C=C(C=C1)[N+](=O)[O-])S(=O)(=O)Cl (2-chloro-5-nitrobenzenesulfonylchloride). Reaction SMILES: [Cl:1][C:2]1[CH:7]=[CH:6][C:5]([N+:8]([O-:10])=[O:9])=[CH:4][C:3]=1[S:11]([O-:14])(=O)=[O:12].[Na+].S1(CCCC1)(=O)=O.P(Cl)(Cl)([Cl:25])=O>C(#N)C>[Cl:1][C:2]1[CH:7]=[CH:6][C:5]([N+:8]([O-:10])=[O:9])=[CH:4][C:3]=1[S:11]([Cl:25])(=[O:14])=[O:12] |f:0.1|. Procedure: To a mixture of 104 g of commercially available sodium 2-chloro-5-nitrobenzenesulfonate, 200 ml of acetonitrile and 200 ml of sulfolane stirred at 25° C., was added 153 ml of phosphorus oxychloride over a period of 30 minutes. The temperature was not allowed to exceed 40° C. After completion of the addition, the reaction mixture was heated to 70° C. for 1.5 hours. On cooling to 0° C., the reaction mixture was poured over ice. The resulting solid product was washed with cold water, filtered and a... Reactants: ClCCC1=CC=C(C=C1)F (1-(2-chloroethyl)-4-fluorobenzene), CN(P(=O)(N(C)C)N(C)C)C (hexamethylphosphoramide), NC1=CC=C(C(=O)OCC)C=C1 (ethyl p-aminobenzoate), [I-].[K+] (potassium iodide). Run in O (water). Yields the product FC1=CC=C(CCNC2=CC=C(C(=O)O)C=C2)C=C1 (p-[(p-Fluorophenethyl)amino]benzoic Acid). RXN SMILES: Cl[CH2:2][CH2:3][C:4]1[CH:9]=[CH:8][C:7]([F:10])=[CH:6][CH:5]=1.[NH2:11][C:12]1[CH:22]=[CH:21][C:15]([C:16]([O:18]CC)=[O:17])=[CH:14][CH:13]=1.[I-].[K+].CN(C)P(N(C)C)(N(C)C)=O>O>[F:10][C:7]1[CH:8]=[CH:9][C:4]([CH2:3][CH2:2][NH:11][C:12]2[CH:22]=[CH:21][C:15]([C:16]([OH:18])=[O:17])=[CH:14][CH:13]=2)=[CH:5][CH:6]=1 |f:2.3|. Procedure details: A mixture of 15.8 g. of 1-(2-chloroethyl)-4-fluorobenzene, 33 g. of ethyl p-aminobenzoate, 16.6 g. of potassium iodide and 100 ml. of hexamethylphosphoramide is heated at 95° C. for 15 hours. The mixture is poured into water and extracted with ether. The ether extracts are washed with water, dried over magnesium sulfate and concentrated in vacuo to an oil. To the oil is added 200 ml. of ethanol-water (9:1) and 21 g. of potassium hydroxide and the mixture is refluxed for 3.5 hours. The mixture is... The reactants are Cl.CC1=CC=CC(=N1)C=1C(NC(NC1)=O)=O (5-(6-Methyl-pyridin-2-yl)-1H-pyrimidine-2,4-dione hydrochloride), CC1=CC=CC(=N1)C=1C(NC(NC1)=O)=O (5-(6-Methyl-pyridin-2-yl)-1H-pyrimidine-2,4-dione), C(=O)([O-])[O-].[K+].[K+] (K2CO3), C(=O)([O-])[O-].[K+].[K+] (K2CO3), BrC(CCC)Cl (bromo-chloro-butane), BrC(CCC)Cl (bromo-chloro-butane). Solvent: O (Water), CN(C)C=O (DMF), CN(C)C=O (DMF). Run at time 1 hour. Yields the product ClCCCCN1C(NC(C(=C1)C1=NC(=CC=C1)C)=O)=O (1-(4-Chloro-butyl)-5-(6-methyl-pyridin-2-yl)-1H-pyrimidine-2,4-dione). The yield is 157.1%. RXN SMILES: Cl.[CH3:2][C:3]1[N:8]=[C:7]([C:9]2[C:10](=[O:16])[NH:11][C:12](=[O:15])[NH:13][CH:14]=2)[CH:6]=[CH:5][CH:4]=1.C([O-])([O-])=O.[K+].[K+].Br[CH:24]([Cl:28])[CH2:25][CH2:26][CH3:27].CC1N=C(C2C(=O)NC(=O)NC=2)C=CC=1>CN(C=O)C.O>[Cl:28][CH2:24][CH2:25][CH2:26][CH2:27][N:13]1[CH:14]=[C:9]([C:7]2[CH:6]=[CH:5][CH:4]=[C:3]([CH3:2])[N:8]=2)[C:10](=[O:16])[NH:11][C:12]1=[O:15] |f:0.1,2.3.4|. Procedure details: 5-(6-Methyl-pyridin-2-yl)-1H-pyrimidine-2,4-dione hydrochloride (Prep 50, 50 mg, 0.208 mmol) and K2CO3 (43 mg, 0.312 mmol) were suspended in dry DMF (2 mL) and stirred for 1 h at room temperature. Then a solution of bromo-chloro-butane (71.3 mg, 0.416 mmol) in dry DMF (0.5 mL) was added dropwise and the mixture stirred for 48 hrs at room temperature. A second run of reaction was performed using 5-(6-Methyl-pyridin-2-yl)-1H-pyrimidine-2,4-dione (135 mg, 0.563 mmol), K2CO3 (116 mg, 0.8445 mmol) an...